Dataset: the Open Reaction Database (ORD), a public repository of structured organic reaction records. Task: describe an organic reaction: reactants, conditions, products, and yield The reactants are CC(=O)OC(C)=O, COc1cccc(-c2cn3ccsc3n2)c1, O, O=S(=O)(O)O. Yields the product COc1cccc(-c2nc3sccn3c2C(C)=O)c1. RXN SMILES: [CH3:17][C:18](=[O:19])[O:20][C:21](=[O:22])[CH3:23].[CH3:1][O:2][c:3]1[cH:4][c:5](-[c:9]2[n:10][c:11]3[s:12][cH:13][cH:14][n:15]3[cH:16]2)[cH:6][cH:7][cH:8]1.[OH2:29].[S:24](=[O:25])(=[O:26])([OH:27])[OH:28]>>[CH3:1][O:2][c:3]1[cH:4][c:5](-[c:9]2[n:10][c:11]3[s:12][cH:13][cH:14][n:15]3[c:16]2[C:18]([CH3:17])=[O:19])[cH:6][cH:7][cH:8]1.